From a dataset of the Open Reaction Database (ORD), a public repository of structured organic reaction records. describe an organic reaction: reactants, conditions, products, and yield The reactants are FC1=CC2=C(CC(C3CC2C3)=O)C=C1[Sn](C)(C)C (3-fluoro-2-(trimethylstannyl)-6,7-dihydro-5H-5,7-methanobenzo[7]annulen-8(9H)-one), II (iodine), BrC=1C(=CC=2C3CC(C(CC2C1)=O)C3)F (5-bromo-4-fluorotricyclo[8.1.1.02,7]dodeca-2(7),3,5-trien-9-one), [SnH4] (stannane), II (iodine). Run in C(Cl)(Cl)Cl (chloroform), C(Cl)(Cl)Cl (chloroform). Product: FC1=CC2=C(CC(C3CC2C3)=O)C=C1I (3-fluoro-2-iodo-6,7-dihydro-5H-5,7-methanobenzo[7]annulen-8(9H)-one). The yield is 45.0%. Reaction SMILES: [F:1][C:2]1[C:14]([Sn](C)(C)C)=[CH:13][C:5]2[CH2:6][C:7](=[O:12])[CH:8]3[CH2:11][CH:10]([C:4]=2[CH:3]=1)[CH2:9]3.[I:19]I.BrC1C(F)=CC2C3CC(C(=O)CC=2C=1)C3.[SnH4]>C(Cl)(Cl)Cl>[F:1][C:2]1[C:14]([I:19])=[CH:13][C:5]2[CH2:6][C:7](=[O:12])[CH:8]3[CH2:11][CH:10]([C:4]=2[CH:3]=1)[CH2:9]3. Procedure: To a rapidly stirred solution of crude of 3-fluoro-2-(trimethylstannyl)-6,7-dihydro-5H-5,7-methanobenzo[7]annulen-8(9H)-one (3.09 g at 37% purity LCMS-UV215) in chloroform (20 mL) at room temperature was introduced dropwise a solution of iodine (1.488 g, 5.86 mmol, 1.0 equivalent with respect to number of moles 5-bromo-4-fluorotricyclo[8.1.1.02,7]dodeca-2(7),3,5-trien-9-one used for stannane synthesis in previous synthetic step, as a saturated solution in chloroform). Following addition of the i...